From a dataset of the Open Reaction Database (ORD), a public repository of structured organic reaction records. describe an organic reaction: reactants, conditions, products, and yield Starting materials: C(C1=CC=CC=C1)OC(=O)N[C@@H](C(C(O)=O)CC1=CC=CC=C1)C(=O)N[C@H]([C@H](C)CC)C(=O)O (N-benzyloxycarbonyl-β-benzyl-L-aspartyl-D-isoleucine), C(C)[C@@H](C1=CC=CC=C1)N ((S)-α-ethylbenzylamine), O (water), C=1C=CC2=C(C1)N=NN2O (HOBt). The solvent is C(Cl)Cl (methylene chloride). Reaction conditions: time 1 hour. The product is C(C)[C@@H](C1=CC=CC=C1)NC([C@H](NC([C@@H](NC(=O)OCC1=CC=CC=C1)C(C(O)=O)CC1=CC=CC=C1)=O)[C@H](C)CC)=O (N-benzyloxycarbonyl-β-benzyl-L-aspartyl-D-isoleucine (S)-α-ethylbenzylamide). Isolated yield 33.1%. As a reaction SMILES: [CH2:1]([O:8][C:9]([NH:11][C@H:12]([C:24]([NH:26][C@@H:27]([C:32](O)=[O:33])[C@@H:28]([CH2:30][CH3:31])[CH3:29])=[O:25])[CH:13]([CH2:17][C:18]1[CH:23]=[CH:22][CH:21]=[CH:20][CH:19]=1)[C:14](=[O:16])[OH:15])=[O:10])[C:2]1[CH:7]=[CH:6][CH:5]=[CH:4][CH:3]=1.[CH2:35]([C@H:37]([NH2:44])[C:38]1[CH:43]=[CH:42][CH:41]=[CH:40][CH:39]=1)[CH3:36].O.C1C=CC2N(O)N=NC=2C=1>C(Cl)Cl>[CH2:35]([C@H:37]([NH:44][C:32](=[O:33])[C@@H:27]([C@@H:28]([CH2:30][CH3:31])[CH3:29])[NH:26][C:24](=[O:25])[C@H:12]([CH:13]([CH2:17][C:18]1[CH:23]=[CH:22][CH:21]=[CH:20][CH:19]=1)[C:14](=[O:15])[OH:16])[NH:11][C:9]([O:8][CH2:1][C:2]1[CH:7]=[CH:6][CH:5]=[CH:4][CH:3]=1)=[O:10])[C:38]1[CH:43]=[CH:42][CH:41]=[CH:40][CH:39]=1)[CH3:36]. Procedure: To a solution of 6.69 g (14.2 mmols) of N-benzyloxycarbonyl-β-benzyl-L-aspartyl-D-isoleucine and 2.04 g (15.1 mmols) of (S)-α-ethylbenzylamine in 200 ml of methylene chloride were added 2.73 g (14.2 mmols) of water-soluble carbodiimide hydrochloride and 1.92 g (14.2 mmols) of HOBt under cooling and stirred for one hour under cooling and then overnight at room temperature. The reaction mixture was concentrated under reduced pressure, and 150 ml of ethyl acetate was added. The resulting residue wa... Starting materials: C12C(CCCCC1)O2 (cycloheptene oxide), [OH-].[NH4+] (ammonium hydroxide). Run in CO (methanol). Product: N[C@H]1[C@@H](CCCCC1)O (trans-2-aminocycloheptanol). Reaction SMILES: [CH:1]12[O:8][CH:2]1[CH2:3][CH2:4][CH2:5][CH2:6][CH2:7]2.[OH-].[NH4+:10]>CO>[NH2:10][C@@H:1]1[CH2:7][CH2:6][CH2:5][CH2:4][CH2:3][C@H:2]1[OH:8] |f:1.2|. Procedure: In a sealed tube, cycloheptene oxide (5.44 g; 48.50 mmol)and ammonium hydroxide solution (10 ml) in 4 ml methanol is heated to 80° C. for 72 hrs. After removal of the heat, the mixture is concentrated in vacuo to obtain trans-2-aminocycloheptanol which is used directly in the next step. The reactants are BrCC1CCN(CC1)C(=O)OC(C)(C)C (tert-butyl 4-(bromomethyl)piperidine-1-carboxylate), C1(CCCCC1)[C@](O)(C1=NNC=N1)C1=CC=CC=C1 ((R)-cyclohexyl(phenyl)1H-1,2,4-triazol-3-ylmethanol), C([O-])([O-])=O.[Cs+].[Cs+] (cesium carbonate). Reaction SMILES: [CH:1]1([C@@:7]([C:14]2[CH:19]=[CH:18][CH:17]=[CH:16][CH:15]=2)([C:9]2[N:13]=[CH:12][NH:11][N:10]=2)[OH:8])[CH2:6][CH2:5][CH2:4][CH2:3][CH2:2]1.Br[CH2:21][CH:22]1[CH2:27][CH2:26][N:25]([C:28]([O:30][C:31]([CH3:34])([CH3:33])[CH3:32])=[O:29])[CH2:24][CH2:23]1.C(=O)([O-])[O-].[Cs+].[Cs+]>CC(C)=O>[C:31]([O:30][C:28]([N:25]1[CH2:26][CH2:27][CH:22]([CH2:21][N:11]2[CH:12]=[N:13][C:9]([C@:7]([CH:1]3[CH2:2][CH2:3][CH2:4][CH2:5][CH2:6]3)([OH:8])[C:14]3[CH:19]=[CH:18][CH:17]=[CH:16][CH:15]=3)=[N:10]2)[CH2:23][CH2:24]1)=[O:29])([CH3:34])([CH3:32])[CH3:33] |f:2.3.4|. Conditions: temperature 70 celsius, time 5 hour. The product is C(C)(C)(C)OC(=O)N1CCC(CC1)CN1N=C(N=C1)[C@@](C1=CC=CC=C1)(O)C1CCCCC1 (tert-butyl4-({3-[(R)-cyclohexyl(hydroxy)phenylmethy]-1H-1,2,4-triazol-1-yl}methyl)piperidine-1-carboxylate). Reported procedure: (R)-cyclohexyl(phenyl)1H-1,2,4-triazol-3-ylmethanol (Preparation 2, 3.0 g, 11.7 mmol) was dissolved in acetone (60 mL) and tert-butyl 4-(bromomethyl)piperidine-1-carboxylate (3.24 g, 11.7 mmol) added, followed by cesium carbonate (7.60 g, 23.3 mmol). After stirring at 70° C. for 5 hours, the reaction was allowed to cool to room temperature and stirred for a further 16 hours. The solvent was removed in vacuo, and the residue partitioned between ethyl acetate (50 mL) and water (50 mL). The organic... Isolated yield 64.0%. Solvent: CC(=O)C (acetone). The yield is 35.1%. Procedure: A mixture of 5-bromo-2-methoxy-3-nitrobenzyl bromide (8.4 9, 26 mmol) and triethyl phosphite (4.5 g, 27 mmol) was heated to 160° C. for 2 h and then evaporated in vacuo to give a dark amber oil. This was dissolved in anhydrous tetrahydrofuran (20 mL) and added dropwise to a stirring suspension of sodium hydride (60%) (1.14 g) in anhydrous N,N-dimethylformamide (100 mL) at 0° C. The mixture was left to stir for 1 hour. tert-Butyl 4-oxopiperidine-1-carboxylate (5.17 g, 26 mmol) in anhydrous THF (3... Starting materials: [H-].[Na+] (sodium hydride), O=C1CCN(CC1)C(=O)OC(C)(C)C (tert-Butyl 4-oxopiperidine-1-carboxylate), [Cl-].[NH4+] (ammonium chloride), BrC=1C=C(C(=C(CBr)C1)OC)[N+](=O)[O-] (5-bromo-2-methoxy-3-nitrobenzyl bromide), P(OCC)(OCC)OCC (triethyl phosphite). The solvent is CN(C=O)C (N,N-dimethylformamide), C1CCOC1 (THF), O1CCCC1 (tetrahydrofuran). The product is BrC=1C=C(C(=C(C=C2CCN(CC2)C(=O)OC(C)(C)C)C1)OC)[N+](=O)[O-] (tert-Butyl 4-(5-bromo-2-methoxy-3-nitrobenzylidene)piperidine-1-carboxylate). RXN SMILES: [Br:1][C:2]1[CH:3]=[C:4]([N+:12]([O-:14])=[O:13])[C:5]([O:10][CH3:11])=[C:6]([CH:9]=1)[CH2:7]Br.P(OCC)(OCC)OCC.[H-].[Na+].O=[C:28]1[CH2:33][CH2:32][N:31]([C:34]([O:36][C:37]([CH3:40])([CH3:39])[CH3:38])=[O:35])[CH2:30][CH2:29]1.[Cl-].[NH4+]>O1CCCC1.CN(C)C=O>[Br:1][C:2]1[CH:3]=[C:4]([N+:12]([O-:14])=[O:13])[C:5]([O:10][CH3:11])=[C:6]([CH:9]=1)[CH:7]=[C:28]1[CH2:33][CH2:32][N:31]([C:34]([O:36][C:37]([CH3:40])([CH3:39])[CH3:38])=[O:35])[CH2:30][CH2:29]1 |f:2.3,5.6|. Run at temperature 160 celsius, time 1 hour. Starting materials: C(C)OC(=O)C1(CCN(CC1)CC1=CC=CC2=CC=CC=C12)S(=O)(=O)C1=CC=C(C=C1)OC (4-(4-methoxy-benzenesulfonyl)napthalene-ylmethyl-piperidine-4- carboxylic acid ethyl ester), [OH-].[Na+] (sodium hydroxide), solid. Run in CO (methanol). Product: COC1=CC=C(C=C1)S(=O)(=O)C1(CCN(CC1)CC1=CC=CC2=CC=CC=C12)C(=O)O (4-(4-Methoxy-benzenesulfonyl)-1-napthalene-ylmethyl-piperidine-4-carboxylic acid). RXN SMILES: C([O:3][C:4]([C:6]1([S:23]([C:26]2[CH:31]=[CH:30][C:29]([O:32][CH3:33])=[CH:28][CH:27]=2)(=[O:25])=[O:24])[CH2:11][CH2:10][N:9]([CH2:12][C:13]2[C:22]3[C:17](=[CH:18][CH:19]=[CH:20][CH:21]=3)[CH:16]=[CH:15][CH:14]=2)[CH2:8][CH2:7]1)=[O:5])C.[OH-].[Na+]>CO>[CH3:33][O:32][C:29]1[CH:28]=[CH:27][C:26]([S:23]([C:6]2([C:4]([OH:5])=[O:3])[CH2:7][CH2:8][N:9]([CH2:12][C:13]3[C:22]4[C:17](=[CH:18][CH:19]=[CH:20][CH:21]=4)[CH:16]=[CH:15][CH:14]=3)[CH2:10][CH2:11]2)(=[O:25])=[O:24])=[CH:31][CH:30]=1 |f:1.2|. Procedure details: 4-(4-Methoxy-benzenesulfonyl)-1-napthalene-ylmethyl-piperidine-4-carboxylic acid was prepared starting from 4-(4-methoxy-benzenesulfonyl)napthalene-ylmethyl-piperidine-4- carboxylic acid ethyl ester (6.3 g, 13 mmol) dissolved in methanol (30 mL), 10N sodium hydroxide (30 mL) and tetrahydrofuiran (30 mL). The resulting reaction mixture was worked up as outlined in example 83. Yield 2.3 g (36%). yellow solid mp 226-228° C., MS: 440.0 (M+H)+. RXN SMILES: [CH3:1][O:2][c:3]1[cH:4][cH:5][c:6]([NH2:7])[c:8]([N+:10]([O-:11])=[O:12])[cH:9]1.[Cl:13][C:14](=[O:15])[O:16][CH2:17][CH3:18].[cH:19]1[cH:20][cH:21][n:22][cH:23][cH:24]1>>[CH3:1][O:2][c:3]1[cH:4][cH:5][c:6]([NH:7][C:14](=[O:15])[O:16][CH2:17][CH3:18])[c:8]([N+:10]([O-:11])=[O:12])[cH:9]1. Reactants: COc1ccc(N)c([N+](=O)[O-])c1, CCOC(=O)Cl, c1ccncc1. Yields the product CCOC(=O)Nc1ccc(OC)cc1[N+](=O)[O-]. Starting materials: O1C(CCCC1)OCCC1(CC(NC1)=O)C1=CC(=C(C=C1)Cl)Cl (4-(2-tetrahydropyranyloxyethyl)-4-(3,4-dichlorophenyl)-2-pyrrolidone), [H-].[Al+3].[Li+].[H-].[H-].[H-] (lithium aluminum hydride), O (water), [OH-].[Na+] (sodium hydroxide), O (water). Solvent: C1CCOC1 (THF), O1CCCC1 (tetrahydrofuran). Run at temperature 60 celsius. Product: O1C(CCCC1)OCCC1(CNCC1)C1=CC(=C(C=C1)Cl)Cl (3-(2-Tetrahydropyranyloxyethyl)-3-(3,4-dichlorophenyl)pyrrolidine). Isolated yield 90.7%. Reaction SMILES: [O:1]1[CH2:6][CH2:5][CH2:4][CH2:3][CH:2]1[O:7][CH2:8][CH2:9][C:10]1([C:16]2[CH:21]=[CH:20][C:19]([Cl:22])=[C:18]([Cl:23])[CH:17]=2)[CH2:14][NH:13][C:12](=O)[CH2:11]1.[H-].[Al+3].[Li+].[H-].[H-].[H-].O.[OH-].[Na+]>O1CCCC1>[O:1]1[CH2:6][CH2:5][CH2:4][CH2:3][CH:2]1[O:7][CH2:8][CH2:9][C:10]1([C:16]2[CH:21]=[CH:20][C:19]([Cl:22])=[C:18]([Cl:23])[CH:17]=2)[CH2:11][CH2:12][NH:13][CH2:14]1 |f:1.2.3.4.5.6,8.9|. Procedure: 3.9 g of the 4-(2-tetrahydropyranyloxyethyl)-4-(3,4-dichlorophenyl)-2-pyrrolidone prepared above are dissolved in 50 ml of tetrahydrofuran and the solution is added to a suspension of 0.9 g of lithium aluminum hydride in 5 ml of THF heated to 60° C. The reaction mixture is heated for one hour at 60° C. and then cooled. 1 ml of water, 1 ml of 4N sodium hydroxide and 3 ml of water are added. The inorganic material is filtered off and the filtrate is concentrated under vacuum. The residue is taken ... Reactants: O=C([O-])[O-], CS(C)=O, CC(C)(C)OC(=O)N(CCc1ccc(O)cc1)CC(O)c1cccc(Cl)c1, COC(=O)c1cnc(Cl)c(Cl)c1, [K+], [K+]. Yields the product COC(=O)c1cnc(Oc2ccc(CCN(CC(O)c3cccc(Cl)c3)C(=O)OC(C)(C)C)cc2)c(Cl)c1. RXN SMILES: [C:28](=[O:29])([O-:30])[O-:31].[CH3:46][S:47]([CH3:48])=[O:49].[Cl:1][c:2]1[cH:3][c:4]([CH:8]([CH2:9][N:10]([C:11]([O:12][C:13]([CH3:14])([CH3:15])[CH3:16])=[O:17])[CH2:18][CH2:19][c:20]2[cH:21][cH:22][c:23]([OH:26])[cH:24][cH:25]2)[OH:27])[cH:5][cH:6][cH:7]1.[Cl:34][c:35]1[cH:36][c:37]([C:42](=[O:43])[O:44][CH3:45])[cH:38][n:39][c:40]1[Cl:41].[K+:32].[K+:33]>>[Cl:1][c:2]1[cH:3][c:4]([CH:8]([CH2:9][N:10]([C:11]([O:12][C:13]([CH3:14])([CH3:15])[CH3:16])=[O:17])[CH2:18][CH2:19][c:20]2[cH:21][cH:22][c:23]([O:26][c:40]3[c:35]([Cl:34])[cH:36][c:37]([C:42](=[O:43])[O:44][CH3:45])[cH:38][n:39]3)[cH:24][cH:25]2)[OH:27])[cH:5][cH:6][cH:7]1. The reactants are Oc1ccc(C2CCCCC2)c(C(F)(F)F)c1, ClCCl, CC(C)(C)OC(=O)N1CCN(c2ccc(CO)nc2)CC1, c1ccc(P(c2ccccc2)c2ccccc2)cc1. The product is CC(C)(C)OC(=O)N1CCN(c2ccc(COc3ccc(C4CCCCC4)c(C(F)(F)F)c3)nc2)CC1. As a reaction SMILES: [CH:22]1([c:28]2[c:29]([C:35]([F:36])([F:37])[F:38])[cH:30][c:31]([OH:34])[cH:32][cH:33]2)[CH2:23][CH2:24][CH2:25][CH2:26][CH2:27]1.[Cl:58][CH2:59][Cl:60].[OH:1][CH2:2][c:3]1[cH:4][cH:5][c:6]([N:9]2[CH2:10][CH2:11][N:12]([C:15](=[O:16])[O:17][C:18]([CH3:19])([CH3:20])[CH3:21])[CH2:13][CH2:14]2)[cH:7][n:8]1.[c:39]1([P:40]([c:41]2[cH:42][cH:43][cH:44][cH:45][cH:46]2)[c:47]2[cH:48][cH:49][cH:50][cH:51][cH:52]2)[cH:53][cH:54][cH:55][cH:56][cH:57]1>>[O:1]([CH2:2][c:3]1[cH:4][cH:5][c:6]([N:9]2[CH2:10][CH2:11][N:12]([C:15](=[O:16])[O:17][C:18]([CH3:19])([CH3:20])[CH3:21])[CH2:13][CH2:14]2)[cH:7][n:8]1)[c:31]1[cH:30][c:29]([C:35]([F:36])([F:37])[F:38])[c:28]([CH:22]2[CH2:23][CH2:24][CH2:25][CH2:26][CH2:27]2)[cH:33][cH:32]1. Starting materials: C1COCCO1, CCCCCOc1ccc(Cn2c(C)nc(Cl)c2CO)c(Cl)c1, Cc1ccc(S(=O)(=O)N=C=O)cc1. Yields the product CCCCCOc1ccc(Cn2c(C)nc(Cl)c2COC(=O)NS(=O)(=O)c2ccc(C)cc2)c(Cl)c1. As a reaction SMILES: [CH2:37]1[O:38][CH2:39][CH2:40][O:41][CH2:42]1.[Cl:1][c:2]1[n:3][c:4]([CH3:23])[n:5]([CH2:9][c:10]2[c:11]([Cl:22])[cH:12][c:13]([O:16][CH2:17][CH2:18][CH2:19][CH2:20][CH3:21])[cH:14][cH:15]2)[c:6]1[CH2:7][OH:8].[c:24]1([CH3:36])[cH:25][cH:26][c:27]([S:30](=[O:31])(=[O:32])[N:33]=[C:34]=[O:35])[cH:28][cH:29]1>>[Cl:1][c:2]1[n:3][c:4]([CH3:23])[n:5]([CH2:9][c:10]2[c:11]([Cl:22])[cH:12][c:13]([O:16][CH2:17][CH2:18][CH2:19][CH2:20][CH3:21])[cH:14][cH:15]2)[c:6]1[CH2:7][O:8][C:34]([NH:33][S:30]([c:27]1[cH:26][cH:25][c:24]([CH3:36])[cH:29][cH:28]1)(=[O:31])=[O:32])=[O:35].